This data is from the Open Reaction Database (ORD), a public repository of structured organic reaction records. The task is: describe an organic reaction: reactants, conditions, products, and yield Reactants: BrC=1C(=NC(=CC1C)Cl)C (3-bromo-6-chloro-2,4-dimethylpyridine), C[O-].[Na+] (Sodium methoxide), Example 21, CN(C)C=O (DMF). Solvent: O (Water). Conditions: temperature 60 celsius, time 15 hour. Yields the product BrC=1C(=NC(=CC1C)OC)C (3-bromo-6-methoxy-2,4-dimethylpyridine). RXN SMILES: [Br:1][C:2]1[C:3]([CH3:10])=[N:4][C:5](Cl)=[CH:6][C:7]=1[CH3:8].CN([CH:14]=[O:15])C.C[O-].[Na+]>O>[Br:1][C:2]1[C:3]([CH3:10])=[N:4][C:5]([O:15][CH3:14])=[CH:6][C:7]=1[CH3:8] |f:2.3|. Procedure: 3-bromo-6-chloro-2,4-dimethylpyridine obtained in Preparation Example 21 (200 mg) was added to DMF (1 mL). Sodium methoxide (28% solution in methanol, 0.741 mL) was added to the solution, and the mixture was stirred at 60° C. for 15 hours. Water was added to the reaction mixture, followed by extraction with diethyl ether. The organic layer was concentrated under reduced pressure. The residue was purified by silica gel column chromatography (ethyl acetate/n-heptane, 0% to 10%) to give the title c...